Dataset: the Open Reaction Database (ORD), a public repository of structured organic reaction records. Task: describe an organic reaction: reactants, conditions, products, and yield Starting materials: COC=1C=C(C=CC1OC)NC=1C2=C(N=C(N1)N1CC(CC1)NC(=O)C1=CC(=C(C(=O)[O-])C=C1)OC)SC=N2 (4-(1-(7-(3,4-dimethoxyphenylamino)thiazolo[5,4-d]pyrimidin-5-yl)pyrrolidin-3-ylcarbamoyl)-2-methoxybenzoate), [OH-].[Na+] (NaOH). Run in C1CCOC1 (THF), CO (methanol). Run at time 16 hour. Yields the product COC=1C=C(C=CC1OC)NC=1C2=C(N=C(N1)N1CC(CC1)NC(=O)C1=CC(=C(C(=O)O)C=C1)OC)SC=N2 (4-(1-(7-(3,4-dimethoxyphenylamino)thiazolo[5,4-d]pyrimidin-5-yl)pyrrolidin-3-ylcarbamoyl)-2-methoxybenzoic acid). Yield: 38.9%. Reaction SMILES: [CH3:1][O:2][C:3]1[CH:4]=[C:5]([NH:11][C:12]2[C:13]3[N:39]=[CH:38][S:37][C:14]=3[N:15]=[C:16]([N:18]3[CH2:22][CH2:21][CH:20]([NH:23][C:24]([C:26]4[CH:34]=[CH:33][C:29]([C:30]([O-:32])=[O:31])=[C:28]([O:35][CH3:36])[CH:27]=4)=[O:25])[CH2:19]3)[N:17]=2)[CH:6]=[CH:7][C:8]=1[O:9][CH3:10].[OH-].[Na+]>C1COCC1.CO>[CH3:1][O:2][C:3]1[CH:4]=[C:5]([NH:11][C:12]2[C:13]3[N:39]=[CH:38][S:37][C:14]=3[N:15]=[C:16]([N:18]3[CH2:22][CH2:21][CH:20]([NH:23][C:24]([C:26]4[CH:34]=[CH:33][C:29]([C:30]([OH:32])=[O:31])=[C:28]([O:35][CH3:36])[CH:27]=4)=[O:25])[CH2:19]3)[N:17]=2)[CH:6]=[CH:7][C:8]=1[O:9][CH3:10] |f:1.2|. Reported procedure: To a stirred solution of 4-(1-(7-(3,4-dimethoxyphenylamino)thiazolo[5,4-d]pyrimidin-5-yl)pyrrolidin-3-ylcarbamoyl)-2-methoxybenzoate (80 mg, 0.14 mmol) in 5 mL of THF and 5 mL of methanol was added a solution of 1N NaOH (5 mL) at room temperature. After the addition, the reaction was stirred at this temperature for 16 hours. The solvent was evaporated and the residue was diluted with water and adjusted to pH=2 by HCl (aq.). The suspension was filtered and dried. The crude was purified by prepara... The reactants are CC1=CC=C(C(=N1)C(=O)O)C1=NC=CC=N1 (6-methyl-3-(2-pyrimidinyl)-2-pyridinecarboxylic acid), CN(C)C(=[N+](C)C)ON1C2=C(C=CC=C2)N=N1.[B-](F)(F)(F)F (TBTU), C(=O)(O)[O-].[Na+] (NaHCO3), CCN(C(C)C)C(C)C (DIPEA), [C@H]12CN[C@@H](C[C@@H]2C1)CNC1=NC=C(C=C1)C(F)(F)F (N-[(1S,4S,6S)-3-azabicyclo[4.1.0]hept-4-ylmethyl]-5-(trifluoromethyl)-2-pyridinamine). Run in C(Cl)Cl (DCM). Conditions: time 5 hour. Yields the product CC1=CC=C(C(=N1)C(=O)N1C[C@H]2C[C@H]2C[C@H]1CNC1=NC=C(C=C1)C(F)(F)F)C1=NC=CC=N1 (N-[((1S,4S,6S)-3-{[6-Methyl-3-(2-pyrimidinyl)-2-pyridinyl]carbonyl}-3-azabicyclo[4.1.0]hept-4-yl)methyl]-5-(trifluoromethyl)-2-pyridinamine). As a reaction SMILES: [CH3:1][C:2]1[N:7]=[C:6]([C:8]([OH:10])=O)[C:5]([C:11]2[N:16]=[CH:15][CH:14]=[CH:13][N:12]=2)=[CH:4][CH:3]=1.CCN(C(C)C)C(C)C.[C@H:26]12[CH2:32][C@H:31]1[CH2:30][C@@H:29]([CH2:33][NH:34][C:35]1[CH:40]=[CH:39][C:38]([C:41]([F:44])([F:43])[F:42])=[CH:37][N:36]=1)[NH:28][CH2:27]2.CN(C(ON1N=NC2C=CC=CC1=2)=[N+](C)C)C.[B-](F)(F)(F)F.C([O-])(O)=O.[Na+]>C(Cl)Cl>[CH3:1][C:2]1[N:7]=[C:6]([C:8]([N:28]2[C@H:29]([CH2:33][NH:34][C:35]3[CH:40]=[CH:39][C:38]([C:41]([F:42])([F:43])[F:44])=[CH:37][N:36]=3)[CH2:30][C@H:31]3[C@H:26]([CH2:32]3)[CH2:27]2)=[O:10])[C:5]([C:11]2[N:16]=[CH:15][CH:14]=[CH:13][N:12]=2)=[CH:4][CH:3]=1 |f:3.4,5.6|. Reported procedure: To a solution of 6-methyl-3-(2-pyrimidinyl)-2-pyridinecarboxylic acid D19 (99 mg), DIPEA (0.066 ml, 0.376 mmol) and N-[(1S,4S,6S)-3-azabicyclo[4.1.0]hept-4-ylmethyl]-5-(trifluoromethyl)-2-pyridinamine D12 (34 mg) in DCM (3 ml), stirred under nitrogen at room temperature was added TBTU (60.4 mg, 0.188 mmol) in one charge. The reaction mixture was stirred at room temperature for 5 hours. NaHCO3 aqueous saturated solution was added and the aqueous extracted with DCM, the phases were separated on a ... Reaction SMILES: [CH2:1]([C:2]#[CH:3])[N:4]1[CH2:5][CH2:6][NH:7][CH2:8][CH2:9]1.[CH3:10][C:11]([Cl:12])=[O:13]>>[CH2:1]([C:2]#[CH:3])[N:4]1[CH2:5][CH2:6][N:7]([C:11]([CH3:10])=[O:13])[CH2:8][CH2:9]1. The product is C#CCN1CCN(C(C)=O)CC1. Reactants: C#CCN1CCNCC1, CC(=O)Cl.